This data is from the Open Reaction Database (ORD), a public repository of structured organic reaction records. The task is: describe an organic reaction: reactants, conditions, products, and yield Reactants: N1(CCOCC1)C(=O)OCCl (Chloromethyl morpholine-4-carboxylate), [Br-].[Li+] (lithium bromide). Yield: 80.2%. Run at temperature 90 celsius. Yields the product N1(CCOCC1)C(=O)OCBr (bromomethyl morpholine-4-carboxylate). Run in C(C)#N (acetonitrile). Procedure: Chloromethyl morpholine-4-carboxylate [6316] (0.3 g, 1.67 mmol, 1.0 eq) and lithium bromide (0.72 g, 8.3 mmol, 5.0 eq) was taken in acetonitrile (10 ml). The reaction was refluxed at 90° C. for 30 h. Reaction progress was monitored by TLC/1H NMR. The reaction was filtered off and filtrate was evaporated to dryness under reduced pressure to yield light brown gel, bromomethyl morpholine-4-carboxylate [6327](0.30 g, 80%) As a reaction SMILES: [N:1]1([C:7]([O:9][CH2:10]Cl)=[O:8])[CH2:6][CH2:5][O:4][CH2:3][CH2:2]1.[Br-:12].[Li+]>C(#N)C>[N:1]1([C:7]([O:9][CH2:10][Br:12])=[O:8])[CH2:6][CH2:5][O:4][CH2:3][CH2:2]1 |f:1.2|. Reactants: Cc1cccc2scnc12, ClC(Cl)(Cl)Cl, CC(C)(C#N)N=NC(C)(C)C#N, O=C1CCC(=O)N1Br. Product: BrCc1cccc2scnc12. As a reaction SMILES: [CH3:1][c:2]1[cH:3][cH:4][cH:5][c:6]2[c:7]1[n:8][cH:9][s:10]2.[Cl:31][C:32]([Cl:33])([Cl:34])[Cl:35].[N:19]#[C:20][C:21]([N:22]=[N:23][C:24]([C:25]#[N:26])([CH3:27])[CH3:28])([CH3:29])[CH3:30].[O:11]=[C:12]1[N:13]([Br:18])[C:14](=[O:15])[CH2:16][CH2:17]1>>[CH2:1]([c:2]1[cH:3][cH:4][cH:5][c:6]2[c:7]1[n:8][cH:9][s:10]2)[Br:18]. Reactants: OC=1C(=CC2=C(C(OC(N2)=O)(C)C)C1)C (6-hydroxy-4,4,7-trimethyl-4H-3,1-benzoxazin-2-one), C1(=CC=CC=C1)S(=O)CCCCBr (4-phenylsulfinylbutylbromide). The product is C1(=CC=CC=C1)S(=O)CCCCOC=1C(=CC2=C(C(OC(N2)=O)(C)C)C1)C (6-(4-Phenylsulfinyl-butoxy)-4,4,7-trimethyl-4H-3,1-benzoxazin-2-one). Reaction SMILES: [OH:1][C:2]1[C:3]([CH3:15])=[CH:4][C:5]2[NH:10][C:9](=[O:11])[O:8][C:7]([CH3:13])([CH3:12])[C:6]=2[CH:14]=1.[C:16]1([S:22]([CH2:24][CH2:25][CH2:26][CH2:27]Br)=[O:23])[CH:21]=[CH:20][CH:19]=[CH:18][CH:17]=1>>[C:16]1([S:22]([CH2:24][CH2:25][CH2:26][CH2:27][O:1][C:2]2[C:3]([CH3:15])=[CH:4][C:5]3[NH:10][C:9](=[O:11])[O:8][C:7]([CH3:12])([CH3:13])[C:6]=3[CH:14]=2)=[O:23])[CH:21]=[CH:20][CH:19]=[CH:18][CH:17]=1. Procedure details: Prepared analogously to Example 4 from 6-hydroxy-4,4,7-trimethyl-4H-3,1-benzoxazin-2-one and 4-phenylsulfinylbutylbromide. Reactants: COC=1C=C(C=C(C1)C(F)(F)F)SCC(CC(=O)OC)=O (Methyl 4-((3-methoxy-5-(trifluoromethyl)phenyl)sulfanyl)-3-oxobutanoate), CS(=O)(=O)O.O=P12OP3(=O)OP(=O)(O1)OP(=O)(O2)O3 (Eaton's reagent). Run in O (water). Yields the product COC(CC1=CSC2=C1C(=CC(=C2)OC)C(F)(F)F)=O (methyl(6-methoxy-4-(trifluoromethyl)-1-benzothiophen-3-yl)acetate), crude product. As a reaction SMILES: [CH3:1][O:2][C:3]1[CH:4]=[C:5]([S:13][CH2:14][C:15](=O)[CH2:16][C:17]([O:19][CH3:20])=[O:18])[CH:6]=[C:7]([C:9]([F:12])([F:11])[F:10])[CH:8]=1.CS(O)(=O)=O.O=P12OP3(OP(OP(O3)(O1)=O)(=O)O2)=O>O>[CH3:20][O:19][C:17](=[O:18])[CH2:16][C:15]1[C:6]2[C:7]([C:9]([F:12])([F:11])[F:10])=[CH:8][C:3]([O:2][CH3:1])=[CH:4][C:5]=2[S:13][CH:14]=1 |f:1.2|. Reported procedure: Methyl 4-((3-methoxy-5-(trifluoromethyl)phenyl)sulfanyl)-3-oxobutanoate (810 mg) was added to Eaton's reagent (1994 μl) at room temperature for 2 h. The mixture was poured into water at room temperature and extracted with EtOAc. The organic layer was separated, washed successively with water and brine, dried over MgSO4 and concentrated in vacuo. The residue was subjected to silica gel column chromatography (EtOAc/hexane) to give methyl(6-methoxy-4-(trifluoromethyl)-1-benzothiophen-3-yl)acetate a... Starting materials: CCCCC(CC)CO, CS(=O)(=O)c1cc(-c2ccccn2)nc(-c2ccccn2)c1, [Cl-], [H-], [Na+], [Na+]. Yields the product CCCCC(CC)COc1cc(-c2ccccn2)nc(-c2ccccn2)c1. Reaction SMILES: [CH2:25]([CH3:26])[CH:27]([CH2:28][OH:29])[CH2:30][CH2:31][CH2:32][CH3:33].[CH3:3][S:4](=[O:5])(=[O:6])[c:7]1[cH:8][c:9](-[c:19]2[n:20][cH:21][cH:22][cH:23][cH:24]2)[n:10][c:11](-[c:13]2[n:14][cH:15][cH:16][cH:17][cH:18]2)[cH:12]1.[Cl-:35].[H-:1].[Na+:2].[Na+:34]>>[c:7]1([O:29][CH2:28][CH:27]([CH2:25][CH3:26])[CH2:30][CH2:31][CH2:32][CH3:33])[cH:8][c:9](-[c:19]2[n:20][cH:21][cH:22][cH:23][cH:24]2)[n:10][c:11](-[c:13]2[n:14][cH:15][cH:16][cH:17][cH:18]2)[cH:12]1. The reactants are O=O (oxygen), [OH-].[K+] (potassium hydroxide), Cl (hydrochloric acid), [OH-].[Na+] (sodium hydroxide), [N+](=O)([O-])C=1C=C(C(=CC1)C=CC=1C(=CC(=CC1)[N+](=O)[O-])S(=O)(=O)O)S(=O)(=O)O (4,4'-dinitrostilbene-2,2'-disulphonic acid), [OH-].[K+] (potassium hydroxide). Conditions: temperature 70 celsius, time 2 hour. Product: [N+](=O)([O-])C=1C=C(C(=CC1)C=CC=1C(=CC(=CC1)[N+](=O)[O-])S(=O)(=O)[O-])S(=O)(=O)[O-].[K+].[K+] (dipotassium 4,4'-dinitrostilbene-2,2'-disulphonate), dry material. As a reaction SMILES: [OH-].[Na+].[N+:3]([C:6]1[CH:7]=[C:8]([S:27]([OH:30])(=[O:29])=[O:28])[C:9]([CH:12]=[CH:13][C:14]2[C:15]([S:23]([OH:26])(=[O:25])=[O:24])=[CH:16][C:17]([N+:20]([O-:22])=[O:21])=[CH:18][CH:19]=2)=[CH:10][CH:11]=1)([O-:5])=[O:4].[OH-].[K+:32].O=O.Cl>>[N+:20]([C:17]1[CH:16]=[C:15]([S:23]([O-:26])(=[O:25])=[O:24])[C:14]([CH:13]=[CH:12][C:9]2[C:8]([S:27]([O-:30])(=[O:29])=[O:28])=[CH:7][C:6]([N+:3]([O-:5])=[O:4])=[CH:11][CH:10]=2)=[CH:19][CH:18]=1)([O-:22])=[O:21].[K+:32].[K+:32] |f:0.1,3.4,7.8.9|. Procedure: 1000 g of 4.5% strength by weight sodium hydroxide solution and 3 g of 4,4'-dinitrostilbene-2,2'-disulphonic acid are initially taken at 70° C. 124 g of 87.2% strength finely powdered 4,4'-dinitrodibenzyl-2,2'-disulphonic acid and 430 g of 6.19% strength by weight aqueous potassium hydroxide solution are added in small portions (approximately 20 portions) at 70° C. 50 l/hour of oxygen and 20 l/hour of air are passed into the reaction mixture for the whole duration of the experiment. After the mi...